From a dataset of the Open Reaction Database (ORD), a public repository of structured organic reaction records. describe an organic reaction: reactants, conditions, products, and yield The reactants are FC(C=1C(NC(NC1)=O)=O)(F)F (5-trifluoromethyl-1H-pyrimidine-2,4-dione), [H-].[Na+] (NaH), BrCCCO[Si](C)(C)C(C)(C)C ((3-bromo-propoxy)-tert-butyl-dimethyl-silane). Solvent: CN(C)C=O (DMF). Conditions: temperature 0 celsius, time 8 hour. The product is C(C)(C)(C)[Si](OCCCN1C(NC(C(=C1)C(F)(F)F)=O)=O)(C)C (1-[3-(tert-butyl-dimethyl-silanyloxy)-propyl]-5-trifluoromethyl-1H-pyrimidine-2,4-dione). The yield is 37.1%. Reaction SMILES: [H-].[Na+].[F:3][C:4]([F:14])([F:13])[C:5]1[C:6](=[O:12])[NH:7][C:8](=[O:11])[NH:9][CH:10]=1.Br[CH2:16][CH2:17][CH2:18][O:19][Si:20]([C:23]([CH3:26])([CH3:25])[CH3:24])([CH3:22])[CH3:21]>CN(C=O)C>[C:23]([Si:20]([CH3:22])([CH3:21])[O:19][CH2:18][CH2:17][CH2:16][N:9]1[CH:10]=[C:5]([C:4]([F:13])([F:3])[F:14])[C:6](=[O:12])[NH:7][C:8]1=[O:11])([CH3:26])([CH3:25])[CH3:24] |f:0.1|. Procedure details: To a suspension of 50% NaH (0.42 g, 8.7 mmol) in DMF (5 mL), a solution of 5-trifluoromethyl-1H-pyrimidine-2,4-dione (1.2 g, 6.66 mmol) was added drop wise maintaining the temperature at 0° C. The mixture was then heated at 100° C. for 1 hour. After cooling to room temperature, (3-bromo-propoxy)-tert-butyl-dimethyl-silane (2 mL, 8.7 mmol) was added and the reaction was stirred overnight. The solvent was evaporated and the crude was dissolved in a 25%aq solution of citric acid and extracted with ... Conditions: time 48 hour. Reactants: C(CCC)C=1N(C(=CN1)\C=C\1/NC(N(C1=O)CCCC)=O)CC1=CC=C(C(=O)OC)C=C1 (methyl Z-4-[[2-butyl-5-[(1-butyl-2,5-dioxo-4-imidazolidinylidene) methyl]-1H-imidazol-1-yl]methyl]benzoate), C(=O)([O-])[O-].[K+].[K+] (K2CO3), Cl (HCl), Cl.NC=1SC=C(N1)CCl (2-amino-4-chloromethylthiazole hydrochloride). RXN SMILES: [CH2:1]([C:5]1[N:6]([CH2:22][C:23]2[CH:32]=[CH:31][C:26]([C:27]([O:29][CH3:30])=[O:28])=[CH:25][CH:24]=2)[C:7](/[CH:10]=[C:11]2\[NH:12][C:13](=[O:21])[N:14]([CH2:17][CH2:18][CH2:19][CH3:20])[C:15]\2=[O:16])=[CH:8][N:9]=1)[CH2:2][CH2:3][CH3:4].C([O-])([O-])=O.[K+].[K+].[ClH:39].[NH2:40][C:41]1[S:42][CH:43]=[C:44]([CH2:46][Cl:47])[N:45]=1.Cl>CN(C=O)C.CCOCC>[ClH:47].[ClH:39].[CH2:1]([C:5]1[N:6]([CH2:22][C:23]2[CH:32]=[CH:31][C:26]([C:27]([O:29][CH3:30])=[O:28])=[CH:25][CH:24]=2)[C:7](/[CH:10]=[C:11]2\[N:12]([CH2:46][C:44]3[N:45]=[C:41]([NH2:40])[S:42][CH:43]=3)[C:13](=[O:21])[N:14]([CH2:17][CH2:18][CH2:19][CH3:20])[C:15]\2=[O:16])=[CH:8][N:9]=1)[CH2:2][CH2:3][CH3:4] |f:1.2.3,4.5,9.10.11|. Solvent: CN(C)C=O (DMF), CCOCC (ether). Product: Cl.Cl.C(CCC)C=1N(C(=CN1)\C=C\1/N(C(N(C1=O)CCCC)=O)CC=1N=C(SC1)N)CC1=CC=C(C(=O)OC)C=C1 (Methyl Z-4-[[2-butyl-5-[[1-butyl-3-[(2-amino-4-thiazolyl)methyl]-2,5-dioxo -4-imidazolidinylidene]methyl]-1H-imidazol-1-yl]methyl]benzoate dihydrochloride). Reported procedure: To a solution of methyl Z-4-[[2-butyl-5-[(1-butyl-2,5-dioxo-4-imidazolidinylidene) methyl]-1H-imidazol-1-yl]methyl]benzoate (0.569 g, 1.2 mmol) in DMF (5 mL) is added K2CO3 (2.0 g, 15 mmol). After stirring for 5 minutes 2-amino-4-chloromethylthiazole hydrochloride (0.222 g, 1.2 mmol) is added. The mixture is stirred for 48 hours and the filtered. The filtrate is concentrated in vacuo and dissolved in methylene chloride (30 mL). This solution is washed with water and drived over K2CO3 and charcoa... The reactants are COc1ccc2c(c1)C1(COCC(=S)N1)c1cc(Br)cc(F)c1O2, Cl[Hg]Cl, N, C1COCCO1. The product is COc1ccc2c(c1)C1(COCC(N)=N1)c1cc(Br)cc(F)c1O2. RXN SMILES: [Br:1][c:2]1[cH:3][c:4]2[c:5]([c:6]([F:8])[cH:7]1)[O:9][c:10]1[cH:11][cH:12][c:13]([O:23][CH3:24])[cH:14][c:15]1[C:16]21[CH2:17][O:18][CH2:19][C:20](=[S:22])[NH:21]1.[Cl:32][Hg:33][Cl:34].[NH3:25].[O:26]1[CH2:27][CH2:28][O:29][CH2:30][CH2:31]1>>[Br:1][c:2]1[cH:3][c:4]2[c:5]([c:6]([F:8])[cH:7]1)[O:9][c:10]1[cH:11][cH:12][c:13]([O:23][CH3:24])[cH:14][c:15]1[C:16]21[CH2:17][O:18][CH2:19][C:20]([NH2:25])=[N:21]1. Starting materials: OCCCO, Cc1ccccc1, Cc1c(Cl)nc2c(C=O)cnn2c1Cl, O, Cc1ccc(S(=O)(=O)[O-])cc1, c1cc[nH+]cc1. Yields the product Cc1c(Cl)nc2c(C3OCCCO3)cnn2c1Cl. RXN SMILES: [CH2:32]([CH2:33][CH2:34][OH:35])[OH:36].[CH3:38][c:39]1[cH:40][cH:41][cH:42][cH:43][cH:44]1.[Cl:1][c:2]1[n:3][c:4]2[n:5]([c:6]([Cl:9])[c:7]1[CH3:8])[n:10][cH:11][c:12]2[CH:13]=[O:14].[OH2:37].[c:15]1([CH3:16])[cH:17][cH:18][c:19]([S:20]([O-:21])(=[O:22])=[O:23])[cH:24][cH:25]1.[nH+:26]1[cH:27][cH:28][cH:29][cH:30][cH:31]1>>[Cl:1][c:2]1[n:3][c:4]2[n:5]([c:6]([Cl:9])[c:7]1[CH3:8])[n:10][cH:11][c:12]2[CH:13]1[O:14][CH2:32][CH2:33][CH2:34][O:35]1. Reactants: BrC=1C(=C(C(=O)O)C=CC1)OC (3-bromo-2-methoxy-benzoic acid), CO (methanol). The reagents and catalysts are S(O)(O)(=O)=O (sulfuric acid). Product: COC(C1=C(C(=CC=C1)Br)OC)=O (3-Bromo-2-methoxy-benzoic acid methyl ester). As a reaction SMILES: [Br:1][C:2]1[C:3]([O:11][CH3:12])=[C:4]([CH:8]=[CH:9][CH:10]=1)[C:5]([OH:7])=[O:6].[CH3:13]O>S(=O)(=O)(O)O>[CH3:13][O:6][C:5](=[O:7])[C:4]1[CH:8]=[CH:9][CH:10]=[C:2]([Br:1])[C:3]=1[O:11][CH3:12]. Procedure details: Approximately two drops of sulfuric acid were added to a solution of 3-bromo-2-methoxy-benzoic acid (10.00 g, 43.30 mmol) in methanol and the resulting reaction mixture was refluxed for 14 hours. The reaction mixture was cooled to room temperature, and concentrated, then diluted with EtOAc. The organic layer was washed with saturated NaHCO3 (3×150 mL), H2O (2×250 mL), brine (1×250 mL) and dried over MgSO4. The crude product was purified by column chromatography using hex:EtOAc (4.5:0.5) as the e... Reactants: [H-].[Na+] (Sodium hydride), CNCCO (2-(methylamino)ethanol), NC1=C(C#N)C(=CC=C1)F (2-amino-6-fluorobenzonitrile). Solvent: C1CCOC1 (THF). Run at temperature 0 celsius, time 1 hour. Product: NC1=C(C#N)C(=CC=C1)OCCNC (2-amino-6-(2-methylaminoethoxy)benzonitrile). The yield is 43.0%. RXN SMILES: [H-].[Na+].[CH3:3][NH:4][CH2:5][CH2:6][OH:7].[NH2:8][C:9]1[CH:16]=[CH:15][CH:14]=[C:13](F)[C:10]=1[C:11]#[N:12]>C1COCC1>[NH2:8][C:9]1[CH:16]=[CH:15][CH:14]=[C:13]([O:7][CH2:6][CH2:5][NH:4][CH3:3])[C:10]=1[C:11]#[N:12] |f:0.1|. Reported procedure: Sodium hydride (8.81 g, 220.38 mmol) was added portionwise to 2-(methylamino)ethanol (16.55 g, 220.38 mmol) in THF (500 mL) at 0° C. over a period of 10 minutes under an atmosphere of argon. The resulting solution was stirred at 0° C. for 1 hour and then 2-amino-6-fluorobenzonitrile (20 g, 146.92 mmol) was added in one portion and the mixture heated at 85° C. for 2 hours. The mixture was quenched with water and then evaporated. The residue was dissolved in EtOAc (300 mL), and the mixture washed ... Yields the product O=C(O)c1ccc(NCc2ccc(C#CCO)cc2)cc1O. RXN SMILES: [CH2:26]1[O:27][CH2:28][CH2:29][CH2:30]1.[CH3:1][O:2][C:3]([c:4]1[c:5]([OH:22])[cH:6][c:7]([NH:10][CH2:11][c:12]2[cH:13][cH:14][c:15]([C:18]#[C:19][CH2:20][OH:21])[cH:16][cH:17]2)[cH:8][cH:9]1)=[O:23].[Li+:25].[OH-:24].[OH2:31]>>[O:2]=[C:3]([c:4]1[c:5]([OH:22])[cH:6][c:7]([NH:10][CH2:11][c:12]2[cH:13][cH:14][c:15]([C:18]#[C:19][CH2:20][OH:21])[cH:16][cH:17]2)[cH:8][cH:9]1)[OH:23]. Starting materials: C1CCOC1, COC(=O)c1ccc(NCc2ccc(C#CCO)cc2)cc1O, [Li+], [OH-], O. Reactants: ClCC(=O)NC1=CC=C(C=C1)[N+](=O)[O-] (2-Chloro-N-(4-nitrophenyl)-acetamide), C1(CCCCC1)N (cyclohexylamine). Solvent: C(C)(=O)OCC.O (ethyl acetate water). Yields the product C1(CCCCC1)NCC(=O)NC1=CC=C(C=C1)[N+](=O)[O-] (2-Cyclohexylamino-N-(4-nitrophenyl)-acetamide). Reaction SMILES: Cl[CH2:2][C:3]([NH:5][C:6]1[CH:11]=[CH:10][C:9]([N+:12]([O-:14])=[O:13])=[CH:8][CH:7]=1)=[O:4].[CH:15]1([NH2:21])[CH2:20][CH2:19][CH2:18][CH2:17][CH2:16]1>C(OCC)(=O)C.O>[CH:15]1([NH:21][CH2:2][C:3]([NH:5][C:6]2[CH:11]=[CH:10][C:9]([N+:12]([O-:14])=[O:13])=[CH:8][CH:7]=2)=[O:4])[CH2:20][CH2:19][CH2:18][CH2:17][CH2:16]1 |f:2.3|. Reported procedure: 2-Chloro-N-(4-nitrophenyl)-acetamide (11.5g) and cyclohexylamine (10.7g) were heated together 2 hours at 150° and then added to ethyl acetate/water. The product was extracted with ethyl acetate to yield 9.0g, m.p. 123°-125°C. The reactants are BrB(Br)Br, COc1ccc(Cc2sc(C(F)(F)F)cc2OCc2ccccc2)cc1, CSC, ClCCl, O. As a reaction SMILES: [B:30]([Br:31])([Br:32])[Br:33].[CH2:1]([c:2]1[cH:3][cH:4][cH:5][cH:6][cH:7]1)[O:8][c:9]1[c:10]([CH2:18][c:19]2[cH:20][cH:21][c:22]([O:25][CH3:26])[cH:23][cH:24]2)[s:11][c:12]([C:14]([F:15])([F:16])[F:17])[cH:13]1.[CH3:27][S:28][CH3:29].[Cl:35][CH2:36][Cl:37].[OH2:34]>>[OH:8][c:9]1[c:10]([CH2:18][c:19]2[cH:20][cH:21][c:22]([O:25][CH3:26])[cH:23][cH:24]2)[s:11][c:12]([C:14]([F:15])([F:16])[F:17])[cH:13]1. Product: COc1ccc(Cc2sc(C(F)(F)F)cc2O)cc1. Starting materials: C(C)(=O)O[C@H]([C@H](C(N1CCCC1)=O)NC(=O)OC(C)(C)C)C1=CC=C(C=C1)F ((1S,2R)-2-(tert-butoxycarbonylamino)-1-(4-fluorophenyl)-3-oxo-3-(pyrrolidin-1-yl)propyl acetate), 23140-2, Cl (HCl). Solvent: CCOCC (Et2O). The product is Cl.C(C)(=O)O[C@H]([C@H](C(N1CCCC1)=O)N)C1=CC=C(C=C1)F ((1S,2R)-2-Amino-1-(4-fluorophenyl)-3-oxo-3-(pyrrolidin-1-yl)propyl acetate hydrochloride). RXN SMILES: [C:1]([O:4][C@@H:5]([C:22]1[CH:27]=[CH:26][C:25]([F:28])=[CH:24][CH:23]=1)[C@@H:6]([NH:14]C(OC(C)(C)C)=O)[C:7](=[O:13])[N:8]1[CH2:12][CH2:11][CH2:10][CH2:9]1)(=[O:3])[CH3:2].[ClH:29]>CCOCC>[ClH:29].[C:1]([O:4][C@@H:5]([C:22]1[CH:27]=[CH:26][C:25]([F:28])=[CH:24][CH:23]=1)[C@@H:6]([NH2:14])[C:7](=[O:13])[N:8]1[CH2:9][CH2:10][CH2:11][CH2:12]1)(=[O:3])[CH3:2] |f:3.4|. Procedure: A solution of (1S,2R)-2-(tert-butoxycarbonylamino)-1-(4-fluorophenyl)-3-oxo-3-(pyrrolidin-1-yl)propyl acetate, CCH 23140-2 (104 mg, 264 μmol), in Et2O (20 mL) in a 100 mL round-bottomed flask equipped with a magnetic stirbar was stirred for 1 h at RT in presence of a stream of HCl. The reaction mixture was concentrated and dried for 3 days under vacuum to obtain (1S,2R)-2-amino-1-(4-fluorophenyl)-3-oxo-3-(pyrrolidin-1-yl)propyl acetate hydrochloride, Compound 17, as a white solid (86 mg, 98% yie...